From a dataset of the Open Reaction Database (ORD), a public repository of structured organic reaction records. describe an organic reaction: reactants, conditions, products, and yield The reactants are C(#N)C(CCC(=O)OC)(CCC(=O)OC)C1=CC(=C(C=C1)OC)OC (dimethyl γ-cyano-γ-(3,4-dimethoxyphenyl)pimelate), COC=1C=C(C=CC1OC)CC#N (3,4-dimethoxyphenylacetonitrile), polyphosphoric acid. The solvent is ice. Run at temperature 110 celsius, time 2 hour. Yields the product COC=1C=C2C(CCC3(C(NC(CC3)=O)=O)C2=CC1OC)=O (2,3-dihydro-6,7-dimethoxyspiro-[naphthalene-1(4H),3'-piperidine]-2',4,6'-trione). Isolated yield 18.0%. Reaction SMILES: [C:1]([C:3]([C:16]1[CH:21]=[CH:20][C:19]([O:22][CH3:23])=[C:18]([O:24][CH3:25])[CH:17]=1)([CH2:10][CH2:11][C:12]([O:14]C)=O)[CH2:4][CH2:5][C:6]([O:8]C)=O)#[N:2].C[O:27]C1C=C(CC#N)C=CC=1OC>>[CH3:23][O:22][C:19]1[CH:20]=[C:21]2[C:16](=[CH:17][C:18]=1[O:24][CH3:25])[C:3]1([CH2:10][CH2:11][C:12](=[O:14])[NH:2][C:1]1=[O:27])[CH2:4][CH2:5][C:6]2=[O:8]. Procedure: Unpurified dimethyl γ-cyano-γ-(3,4-dimethoxyphenyl)pimelate, prepared from 334 grams of 3,4-dimethoxyphenylacetonitrile as described by Horning et al., J. Am. Chem. Soc., 74, 773 (1942), was added with stirring to 3.0 kg of polyphosphoric acid. This reaction mixture was stirred at 110° C. for 2 hours and poured into 6.0 liters of crushed ice with stirring. The resulting solid was filtered and recrystallized from isopropyl alcohol-water to give 65.8 grams (18%) of 2,3-dihydro-6,7-dimethoxyspiro-[... Starting materials: Cl[SiH]1N(C=CN1C(C)(C)C)C(C)(C)C (2-chloro-1,3-di-tert-butyl-1,3-diaza-2-silacyclopent-4-ene), O1CCCC1.CC(=C[Mg]Br)C ((2-methylprop-1-en-1-yl)magnesium bromide tetrahydrofuran). Run in CCCCCC (hexane). Reaction conditions: time 18 hour. Yields the product C(C)(C)(C)N1[SiH](N(C=C1)C(C)(C)C)C=C(C)C (1,3-di-tert-butyl-2-(2-methylprop-1-en-1-yl)-1,3-diaza-2-silacyclopent-4-ene). Isolated yield 69.0%. As a reaction SMILES: Cl[SiH:2]1[N:6]([C:7]([CH3:10])([CH3:9])[CH3:8])[CH:5]=[CH:4][N:3]1[C:11]([CH3:14])([CH3:13])[CH3:12].O1CCCC1.[CH3:20][C:21]([CH3:25])=[CH:22][Mg]Br>CCCCCC>[C:11]([N:3]1[CH:4]=[CH:5][N:6]([C:7]([CH3:10])([CH3:9])[CH3:8])[SiH:2]1[CH:20]=[C:21]([CH3:25])[CH3:22])([CH3:14])([CH3:13])[CH3:12] |f:1.2|. Procedure details: In an argon atmosphere, 8.44 g (36.2 mmol) of Si(tBuNCHCHNtBu)(H)Cl was dissolved in 17 mL of hexane and after adding a (2-methylprop-1-en-1-yl)magnesium bromide tetrahydrofuran solution (0.56 mol/L, 68.0 mL, 38.1 mmol), the resulting solution was stirred at room temperature for 18 hours. Insoluble matters produced were separated by filtration, and the solvent was removed by distillation from the filtrate under atmospheric pressure. The obtained residue was distilled under reduced pressure (dist...